Dataset: the Open Reaction Database (ORD), a public repository of structured organic reaction records. Task: describe an organic reaction: reactants, conditions, products, and yield Reactants: ClC1=C(C(=CC(=C1)F)Cl)N(C1=NC2=C(C=3C(N(C=CC13)COCC[Si](C)(C)C)=O)C=C(C=C2)N2CCOCC2)COCC[Si](C)(C)C (5-((2,6-dichloro-4-fluorophenyl){[2-(trimethylsilyl)ethoxy]methyl}amino)-9-morpholin-4-yl-2-{[2-(trimethylsilyl)ethoxy]methyl}benzo[c]-2,6-naphthyridin-1(2H)-one), C(=O)(C(F)(F)F)O (TFA). Run in ClCCl (dichloromethane). Conditions: time 2.5 hour. Yields the product ClC1=C(C(=CC(=C1)F)Cl)NC1=NC2=C(C=3C(NC=CC13)=O)C=C(C=C2)N2CCOCC2 (5-[(2,6-Dichloro-4-fluorophenyl)amino]-9-morpholin-4-ylbenzo[c]-2,6-naphthyridin-1(2H)-one). As a reaction SMILES: [Cl:1][C:2]1[CH:7]=[C:6]([F:8])[CH:5]=[C:4]([Cl:9])[C:3]=1[N:10](COCC[Si](C)(C)C)[C:11]1[C:20]2[CH:19]=[CH:18][N:17](COCC[Si](C)(C)C)[C:16](=[O:29])[C:15]=2[C:14]2[CH:30]=[C:31]([N:34]3[CH2:39][CH2:38][O:37][CH2:36][CH2:35]3)[CH:32]=[CH:33][C:13]=2[N:12]=1.C(O)(C(F)(F)F)=O>ClCCl>[Cl:1][C:2]1[CH:7]=[C:6]([F:8])[CH:5]=[C:4]([Cl:9])[C:3]=1[NH:10][C:11]1[C:20]2[CH:19]=[CH:18][NH:17][C:16](=[O:29])[C:15]=2[C:14]2[CH:30]=[C:31]([N:34]3[CH2:39][CH2:38][O:37][CH2:36][CH2:35]3)[CH:32]=[CH:33][C:13]=2[N:12]=1. Procedure: To a solution of 5-((2,6-dichloro-4-fluorophenyl){[2-(trimethylsilyl)ethoxy]methyl}amino)-9-morpholin-4-yl-2-{[2-(trimethylsilyl)ethoxy]methyl}benzo[c]-2,6-naphthyridin-1(2H)-one (58 mg, 0.08 mmol) in dichloromethane (3 mL) was added TFA (2 ml) and the mixture was stirred at room temperature for 2.5 h. The solvents were evaporated and the residue was dissolved in MeOH, filtered and purified by reverse phase HPLC to afford the title compound. Starting materials: C(C)N(C(C)C)C(C)C (N-ethyldiisopropylamine), C(C)OCCl (chloromethyl ethyl ether), C(C)OC(=O)C12NC(C3CC(CN3C(N(CCCCCC=CC2C1)CC1=CC=C(C=C1)OC)=O)O)=O (18-Hydroxy-14-(4-methoxy-benzyl)-2,15-dioxo-3,14,16-triaza-tricyclo-[14.3.0.0*4,6*]nonadec-7-ene-4-carboxylic acid ethyl ester), C(C)N(C(C)C)C(C)C (N-ethyldiisopropylamine), C(C)OCCl (chloromethyl ethyl ether). The solvent is ClCCl (dichloromethane). Product: C(C)OC(=O)C12NC(C3CC(CN3C(N(CCCCCC=CC2C1)CC1=CC=C(C=C1)OC)=O)OCOCC)=O (18-Ethoxymethoxy-14-(4-methoxy-benzyl)-2,15-dioxo-3,14,16-triaza-tricyclo[14.3.0.0*4,6*]nonadec-7-ene-4-carboxylic acid ethyl ester). RXN SMILES: [CH2:1]([O:3][C:4]([C:6]12[CH2:24][CH:23]1[CH:22]=[CH:21][CH2:20][CH2:19][CH2:18][CH2:17][CH2:16][N:15]([CH2:25][C:26]1[CH:31]=[CH:30][C:29]([O:32][CH3:33])=[CH:28][CH:27]=1)[C:14](=[O:34])[N:13]1[CH:9]([CH2:10][CH:11]([OH:35])[CH2:12]1)[C:8](=[O:36])[NH:7]2)=[O:5])[CH3:2].C(N(C(C)C)C(C)C)C.[CH2:46]([O:48][CH2:49]Cl)[CH3:47]>ClCCl>[CH2:1]([O:3][C:4]([C:6]12[CH2:24][CH:23]1[CH:22]=[CH:21][CH2:20][CH2:19][CH2:18][CH2:17][CH2:16][N:15]([CH2:25][C:26]1[CH:31]=[CH:30][C:29]([O:32][CH3:33])=[CH:28][CH:27]=1)[C:14](=[O:34])[N:13]1[CH:9]([CH2:10][CH:11]([O:35][CH2:49][O:48][CH2:46][CH3:47])[CH2:12]1)[C:8](=[O:36])[NH:7]2)=[O:5])[CH3:2]. Procedure: To a stirred solution of the alcohol 21f (1.35 g, 2.70 mmol, 75% purity) and N-ethyldiisopropylamine (1.42 ml, 8.1 mmol) in dichloromethane (15 ml) at 0° C. was added chloromethyl ethyl ether (0.5 ml, 5.4 mmol). After stirring at rt on the reaction mixture was cooled to 0° C. and more N-ethyldiisopropylamine (1 ml, 5.7 mmol) and chloromethyl ethyl ether (0.3 ml, 3.2 mmol) was added, then stirred additional 16 h at rt. The reaction mixture was then directly applied on a silicagel column and elute... As a reaction SMILES: [CH2:1]([O:3][C:4](=[O:12])/[C:5](/[N+:10]#[C-:11])=[CH:6]/[N:7]([CH3:9])C)[CH3:2].[Br:13][C:14]1[CH:15]=C([CH:18]=[CH:19][CH:20]=1)N>C(O)CCC>[CH2:1]([O:3][C:4]([C:5]1[N:10]=[CH:11][N:7]([C:9]2[CH:18]=[CH:19][CH:20]=[C:14]([Br:13])[CH:15]=2)[CH:6]=1)=[O:12])[CH3:2]. Reactants: C(C)OC(/C(=C/N(C)C)/[N+]#[C-])=O ((Z)-3-dimethylamino-2-isocyano-acrylic acid ethyl ester), BrC=1C=C(N)C=CC1 (3-bromo aniline), ethyl and n-butyl ester. The solvent is C(CCC)O (n-butanol). Yields the product C(C)OC(=O)C=1N=CN(C1)C1=CC(=CC=C1)Br (1-(3-Bromo-phenyl)-1H-imidazole-4-carboxylic acid ethyl ester). The yield is 13.0%. Procedure details: A solution of compound (Z)-3-dimethylamino-2-isocyano-acrylic acid ethyl ester (11.8 g, 79 mmol) and 3-bromo aniline (11.3 g, 65 mmol) in n-butanol (90 mL) was heated to reflux for 72 h [reaction was monitored by TLC]. Reaction mixture was concentrated under reduced pressure to remove n-butanol and the residue was passed through silica gel column, eluated with a mixture of ethyl acetate and hexane to give a mixture of ethyl and n-butyl ester compounds which was then separated by flash column chr... Starting materials: N[C@H](C(=O)O)CNC(NC1=C(C(=CC(=C1)Cl)S(=O)(=O)O)O)=O ((2S)-2-amino-3-{[(5-chloro-2-hydroxy-3-sulfophenyl)carbamoyl]amino}propanoic acid), [H][H] (hydrogen). Reagents/catalysts: [Pd] (Pd/C). The solvent is O (water), CO (methanol). Product: N[C@H](C(=O)O)CNC(NC1=C(C(=CC=C1)S(=O)(=O)O)O)=O ((2S)-2-amino-3-{[(2-hydroxy-3-sulfophenyl)carbamoyl]amino}propanoic acid). As a reaction SMILES: [NH2:1][C@@H:2]([CH2:6][NH:7][C:8](=[O:22])[NH:9][C:10]1[CH:15]=[C:14](Cl)[CH:13]=[C:12]([S:17]([OH:20])(=[O:19])=[O:18])[C:11]=1[OH:21])[C:3]([OH:5])=[O:4].[H][H]>O.CO.[Pd]>[NH2:1][C@@H:2]([CH2:6][NH:7][C:8](=[O:22])[NH:9][C:10]1[CH:15]=[CH:14][CH:13]=[C:12]([S:17]([OH:20])(=[O:18])=[O:19])[C:11]=1[OH:21])[C:3]([OH:5])=[O:4]. Procedure details: The compound obtained in Example 6 was dissolved in water and methanol, to which a catalyst amount of Pd/C was added, and the resultant was stirred for three days in a hydrogen atmosphere. After filtrating the catalyst, the solvent was distilled away, and the resultant was purified using purification step A to obtain the title compound. Starting materials: OCCCSC1=CC=CC=2N1C=CN2 (5-[3-(hydroxy)propylthio]imidazo[1,2-a]pyridine), [H-].[Na+] (sodium hydride), oil, O1CCCC1 (tetrahydrofuran), CC=1[IH]C=CC1 (methyl iodie), O (water). Yields the product C1(=CC=CC=C1)CCCOCCCSC1=CC=CC=2N1C=CN2 (5-[3-[3-(phenyl)propyloxy]propylthio]imidazo[1,2-a]pyridine). Yield: 58.9%. Reaction SMILES: O[CH2:2][CH2:3][CH2:4][S:5][C:6]1[N:11]2[CH:12]=[CH:13][N:14]=[C:10]2[CH:9]=[CH:8][CH:7]=1.[H-].[Na+].[CH3:17][C:18]1[IH][CH:20]=[CH:21][CH:22]=1.O.[O:24]1[CH2:28][CH2:27][CH2:26][CH2:25]1>>[C:25]1([CH2:26][CH2:27][CH2:28][O:24][CH2:2][CH2:3][CH2:4][S:5][C:6]2[N:11]3[CH:12]=[CH:13][N:14]=[C:10]3[CH:9]=[CH:8][CH:7]=2)[CH:20]=[CH:21][CH:22]=[CH:18][CH:17]=1 |f:1.2|. Procedure details: To a solution of 5-[3-(hydroxy)propylthio]imidazo[1,2-a]pyridine (1.070 g, 5.137 mmoles) in tetrahydrofuran (30 ml) was added 60% sodium hydride in oil (0.25 g, 6.2 mmoles) with stirring under ice-cooling and the mixture was stirred under ice-cooling for 30 minutes. To the reaction mixture was added methyl iodie (1.53 g, 7.71 mmoles), followed by stirring at room temperature overnight. The reaction mixture was poured into water, which was extracted with methylene chloride (30 ml×3). The methylen... Reactants: CCC[C@@H]1CC2=C([C@H]([C@H]3[C@@H](C2=O)O3)O)C(=O)O1 (EI-1941-2), CCC[C@@H]1CC2=C([C@H]([C@H]3[C@@H](C2=O)O3)O)C(=O)O1 (EI-1941-2), 120A. Run in CO (methanol). The product is CCCC1CC2=C(C(C(CC2=O)O)O)C(=O)O1 (EI-1941-3). RXN SMILES: [CH3:1][CH2:2][CH2:3][C@H:4]1[O:17][C:15](=[O:16])[C:7]2[C@@H:8]([OH:14])[C@@H:9]3[O:13][C@@H:10]3[C:11](=[O:12])[C:6]=2[CH2:5]1>CO>[CH3:1][CH2:2][CH2:3][CH:4]1[O:17][C:15](=[O:16])[C:7]2[CH:8]([OH:14])[CH:9]([OH:13])[CH2:10][C:11](=[O:12])[C:6]=2[CH2:5]1. Procedure details: EI-1941-3 is prepared from EI-1941-2 stored at room temperature in the dry state. EI-1941-2 (80 mg) which had been stored was dissolved in 4 ml of methanol. The solution was divided into two portions (2 ml each) and each portion was passed through HPLC column (D-ODS-5-B S-5 120A, YMC). Elution was carried out with 30% acetonitrile at a flow rate of 20 ml/min to separate EI-1941-2-containing fractions and EI-1941-3-containing fractions. The EI-1941-3-containing fractions were combined and concent... The reactants are O (water), OC=1C=CC=C2C=CC=NC12 (8-hydroxyquinoline), CC(C)([O-])C.[K+] (potassium tert-butoxide), ClCCCO (3-Chloro-1-propanol). The solvent is CS(=O)C (dimethyl sulfoxide). Conditions: temperature 70 celsius. Yields the product N1=CC=CC2=CC=CC(=C12)OCCCO (3-(8-Quinolinyloxy)-1-propanol). RXN SMILES: [OH:1][C:2]1[CH:3]=[CH:4][CH:5]=[C:6]2[C:11]=1[N:10]=[CH:9][CH:8]=[CH:7]2.CC(C)([O-])C.[K+].Cl[CH2:19][CH2:20][CH2:21][OH:22].O>CS(C)=O>[N:10]1[C:11]2[C:6](=[CH:5][CH:4]=[CH:3][C:2]=2[O:1][CH2:19][CH2:20][CH2:21][OH:22])[CH:7]=[CH:8][CH:9]=1 |f:1.2|. Procedure details: A solution of 8-hydroxyquinoline (36.0 g, 0.25 mole) and potassium tert-butoxide (28.0 g, 0.25 mole) in 80 ml of dimethyl sulfoxide was stirred for 1 hr at room temperature. 3-Chloro-1-propanol (24.0 g, 0.25 mole) was added and the solution was heated overnight at 70° C. The solution was poured into 500 ml of water. A brown solid/mass was obtained. The solid was washed with several portions of water and then triturated with acetone. The solid was filtered and dried in vacuo at 80° C. overnight t... Yields the product FC1=CC=CC2=C1CC(O2)(C2=CC=C(C=C2)C(F)(F)F)C2CCN(CC2)C(CCNC(=O)C=2C(=NC=NC2C)C)C (4,6-Dimethyl-pyrimidine-5-carboxylic acid (3-{4-[4-fluoro-2-(4-trifluoromethyl-phenyl)-2,3-dihydro-benzofuran-2-yl]-piperidin-1-yl}-butyl)-amide). Reaction SMILES: [F:1][C:2]1[C:7]2[CH2:8][C:9]([CH:21]3[CH2:26][CH2:25][N:24]([CH:27]([CH3:31])[CH2:28][CH2:29][NH2:30])[CH2:23][CH2:22]3)([C:11]3[CH:16]=[CH:15][C:14]([C:17]([F:20])([F:19])[F:18])=[CH:13][CH:12]=3)[O:10][C:6]=2[CH:5]=[CH:4][CH:3]=1.[CH3:32][C:33]1[C:38]([C:39](O)=[O:40])=[C:37]([CH3:42])[N:36]=[CH:35][N:34]=1>>[F:1][C:2]1[C:7]2[CH2:8][C:9]([CH:21]3[CH2:26][CH2:25][N:24]([CH:27]([CH3:31])[CH2:28][CH2:29][NH:30][C:39]([C:38]4[C:33]([CH3:32])=[N:34][CH:35]=[N:36][C:37]=4[CH3:42])=[O:40])[CH2:23][CH2:22]3)([C:11]3[CH:12]=[CH:13][C:14]([C:17]([F:20])([F:18])[F:19])=[CH:15][CH:16]=3)[O:10][C:6]=2[CH:5]=[CH:4][CH:3]=1. Reactants: FC1=CC=CC2=C1CC(O2)(C2=CC=C(C=C2)C(F)(F)F)C2CCN(CC2)C(CCN)C (3-{4-[4-fluoro-2-(4-trifluoromethyl-phenyl)-2,3-dihydro-benzofuran-2-yl]-piperidin-1-yl}-butylamine), CC1=NC=NC(=C1C(=O)O)C (4,6-dimethyl-pyrimidine-5-carboxylic acid). Procedure: Using general procedure E, 3-{4-[4-fluoro-2-(4-trifluoromethyl-phenyl)-2,3-dihydro-benzofuran-2-yl]-piperidin-1-yl}-butylamine (see EXAMPLE 251) (60 mg, 0.14 mmol) and 4,6-dimethyl-pyrimidine-5-carboxylic acid (42 mg, 0.28 mmol) afforded COMPOUND 257 as a white solid (32 mg, 41%). 1H NMR (CDCl3) δ 0.62-0.92 (m, 2H), 0.92-0.97 (m, 3H), 1.09-1.23 (m, 1H), 1.50-1.55 (m, 1H), 1.69-1.78 (m, 2H), 1.84-2.02 (m, 2H), 2.24-2.45 (m, 1H), 2.50 (s, 6H), 2.61-2.86 (m, 3H), 3.17-3.47 (m, 3H), 3.70-4.00 (m, 1H... Isolated yield 40.1%.